This data is from the Open Reaction Database (ORD), a public repository of structured organic reaction records. The task is: describe an organic reaction: reactants, conditions, products, and yield The reactants are C(C)OC(CCC1(OC2=C(N1)C=CC(=C2)O)C)=O (ethyl-3-(2,3-dihydro-6-hydroxy-2-methyl-benzoxazol-2-yl)propanoate), ClCC=1C=C(OCC2=NC3=CC=CC=C3C=C2)C=CC1 (2-(3-chloromethylphenoxy)methylquinoline), C([O-])([O-])=O.[K+].[K+] (potassium carbonate). The solvent is CN(C=O)C (dimethylformamide), C(C)(=O)OCC (ethyl acetate). Reaction conditions: time 8 hour. The product is C(C)OC(CCC1(OC2=C(N1)C=CC(=C2)OCC2=CC(=CC=C2)OCC2=NC1=CC=CC=C1C=C2)C)=O (ethyl-3-(6-(3-(quinolin-2-ylmethyloxy)benzyloxy)-2,3-dihydro -2-methylbenzoxazol-2-yl)propanoate). RXN SMILES: [CH2:1]([O:3][C:4](=[O:18])[CH2:5][CH2:6][C:7]1([CH3:17])[NH:11][C:10]2[CH:12]=[CH:13][C:14]([OH:16])=[CH:15][C:9]=2[O:8]1)[CH3:2].Cl[CH2:20][C:21]1[CH:22]=[C:23]([CH:36]=[CH:37][CH:38]=1)[O:24][CH2:25][C:26]1[CH:35]=[CH:34][C:33]2[C:28](=[CH:29][CH:30]=[CH:31][CH:32]=2)[N:27]=1.C(=O)([O-])[O-].[K+].[K+]>CN(C)C=O.C(OCC)(=O)C>[CH2:1]([O:3][C:4](=[O:18])[CH2:5][CH2:6][C:7]1([CH3:17])[NH:11][C:10]2[CH:12]=[CH:13][C:14]([O:16][CH2:20][C:21]3[CH:38]=[CH:37][CH:36]=[C:23]([O:24][CH2:25][C:26]4[CH:35]=[CH:34][C:33]5[C:28](=[CH:29][CH:30]=[CH:31][CH:32]=5)[N:27]=4)[CH:22]=3)=[CH:15][C:9]=2[O:8]1)[CH3:2] |f:2.3.4|. Procedure details: 2.0 g of ethyl-3-(2,3-dihydro-6-hydroxy-2-methyl-benzoxazol-2-yl)propanoate, 3.1 g of 2-(3-chloromethylphenoxy)methylquinoline and 1.2 g potassium carbonate are combined in 25 ml of dimethylformamide and stirred at room temperature overnight, then at 60° C. for 4 hours. The reaction mixture is diluted with ethyl acetate and this solution washed with water, dried and concentrated. The residue is chromatographed on silica gel to give ethyl-3-(6-(3-(quinolin-2-ylmethyloxy)benzyloxy)-2,3-dihydro -2-...